Dataset: the Open Reaction Database (ORD), a public repository of structured organic reaction records. Task: describe an organic reaction: reactants, conditions, products, and yield Reactants: CC1=CC(=C(C=C1)NC(OC(C)(C)C)=O)B1OC(C(O1)(C)C)(C)C (tert-butyl 4-methyl-2-(4,4,5,5-tetramethyl-1,3,2-dioxaborolan-2-yl)phenylcarbamate), BrC=1C(=NC=CC1)C#N (3-bromopicolino-nitrile), tetrakis(triphenyl-phosphine)palladium, C([O-])([O-])=O.[K+].[K+] (potassium carbonate). The solvent is CO (methanol), ClCCl (dichloromethane), O (water), C(C)(=O)OCC (ethyl acetate), C1(=CC=CC=C1)C (toluene). Conditions: temperature 100 celsius, time 8 hour. Product: CC=1C=CC=2C(=C3C=CC=NC3=C(N2)N)C1 (9-methylbenzo[f][1,7]naphthyridin-5-amine). Reaction SMILES: [CH3:1][C:2]1[CH:7]=[CH:6][C:5]([NH:8]C(=O)OC(C)(C)C)=[C:4](B2OC(C)(C)C(C)(C)O2)[CH:3]=1.Br[C:26]1[C:27]([C:32]#[N:33])=[N:28][CH:29]=[CH:30][CH:31]=1.C(=O)([O-])[O-].[K+].[K+]>C1(C)C=CC=CC=1.CO.ClCCl.O.C(OCC)(=O)C>[CH3:1][C:2]1[CH:3]=[CH:4][C:5]2[C:6]([CH:7]=1)=[C:26]1[C:27](=[C:32]([NH2:33])[N:8]=2)[N:28]=[CH:29][CH:30]=[CH:31]1 |f:2.3.4|. Reported procedure: A solution of tert-butyl 4-methyl-2-(4,4,5,5-tetramethyl-1,3,2-dioxaborolan-2-yl)phenylcarbamate (from step 2) (1.0 eq.) and 3-bromopicolino-nitrile (1.0 eq.) in toluene (0.44 M) was mixed with tetrakis(triphenyl-phosphine)palladium (5 mol %) and 2N aqueous potassium carbonate solution (2.0 eq.). The reaction was heated to 100° C. and stirred overnight. After cooling to ambient temperature, the reaction content was diluted with 2% methanol in dichloromethane and water. The two phases were separa... The reactants are COC=1C=C(C=C(C1)[N+](=O)[O-])N1[C@H](CCC1)C ((S)-1-(3-methoxy-5-nitrophenyl)-2-methylpyrrolidine), Cl (HCl). The reagents and catalysts are [Zn] (Zinc). The solvent is O1CCOCC1 (dioxane), O (H2O). Reaction conditions: time 2 hour. Product: COC=1C=C(C=C(C1)N1[C@H](CCC1)C)N ((S)-3-methoxy-5-(2-methylpyrrolidin-1-yl)benzenamine). Isolated yield 71.6%. As a reaction SMILES: [CH3:1][O:2][C:3]1[CH:4]=[C:5]([N:12]2[CH2:16][CH2:15][CH2:14][C@@H:13]2[CH3:17])[CH:6]=[C:7]([N+:9]([O-])=O)[CH:8]=1.Cl>O1CCOCC1.O.[Zn]>[CH3:1][O:2][C:3]1[CH:8]=[C:7]([NH2:9])[CH:6]=[C:5]([N:12]2[CH2:16][CH2:15][CH2:14][C@@H:13]2[CH3:17])[CH:4]=1. Procedure details: To a suspension of (S)-1-(3-methoxy-5-nitrophenyl)-2-methylpyrrolidine (430 mg, 1.82 mmol) and Zinc (1.18 g, 18.2 mmol) in dioxane (20 mL) and H2O (10 mL) was added dropwise conc. HCl (1.8 mL) at room temperature, and the mixture was stirred for 2 h. The reaction mixture was filtered and the filtrate was adjusted to pH˜8 by the addition of solid NaHCO3, and then extracted with ethyl acetate (50 mL). The organic layer was dried with Na2SO4, concentrated and the residue was purified by column chro... Starting materials: COC(C1=CC(=NC(=C1)OC)Cl)=O (2-chloro-6-methoxy-isonicotinic acid methyl ester), C[S-].[Na+] (sodium thiomethoxide). The solvent is CN(C)C=O (DMF). Conditions: time 18 hour. The product is COC(C1=CC(=NC(=C1)SC)OC)=O (2-methoxy-6-methylsulfanyl-isonicotinic acid methyl ester). RXN SMILES: [CH3:1][O:2][C:3](=[O:13])[C:4]1[CH:9]=[C:8]([O:10][CH3:11])[N:7]=[C:6](Cl)[CH:5]=1.[CH3:14][S-:15].[Na+]>CN(C=O)C>[CH3:1][O:2][C:3](=[O:13])[C:4]1[CH:5]=[C:6]([S:15][CH3:14])[N:7]=[C:8]([O:10][CH3:11])[CH:9]=1 |f:1.2|. Procedure details: To a stirred solution of 2-chloro-6-methoxy-isonicotinic acid methyl ester (8.5 g, 42 mmol) in DMF (100 mL) was added sodium thiomethoxide (3.22 g, 41.6 mmol), resulting in a yellow colored solution. After 18 hours, the mixture was quenched with saturated aqueous ammonium chloride (100 mL) and extracted with ethyl acetate (4×50 mL). The combined organic layers were washed with brine (50 mL), dried over sodium sulfate and concentrated in vacuo to afford 2-methoxy-6-methylsulfanyl-isonicotinic aci... Starting materials: CC(C)OC1=NC=C2CCNC(C2=C1)=O (7-(propan-2-yloxy)-3,4-dihydro-2,6-naphthyridin-1(2H)-one), C1CC(=O)N(C1=O)Cl (NCS). The solvent is CC(=O)O (AcOH). The product is ClC=1C(=NC=C2CCNC(C12)=O)OC(C)C (8-chloro-7-(propan-2-yloxy)-3,4-dihydro-2,6-naphthyridin-1(2H)-one). Isolated yield 69.2%. RXN SMILES: [CH3:1][CH:2]([O:4][C:5]1[CH:14]=[C:13]2[C:8]([CH2:9][CH2:10][NH:11][C:12]2=[O:15])=[CH:7][N:6]=1)[CH3:3].C1C(=O)N([Cl:23])C(=O)C1>CC(O)=O>[Cl:23][C:14]1[C:5]([O:4][CH:2]([CH3:1])[CH3:3])=[N:6][CH:7]=[C:8]2[C:13]=1[C:12](=[O:15])[NH:11][CH2:10][CH2:9]2. Procedure: A solution of 7-(propan-2-yloxy)-3,4-dihydro-2,6-naphthyridin-1(2H)-one (112d, 75 mg, 0.36 mmol)) and NCS (498 mg, 3.64 mmol) in AcOH (3 mL) was heated at 100° C. for 4.5 hours. The reaction mixture was cooled to room temperature, AcOH was removed under vacuum and the residue was purified by column chromatography (0-80% ethyl acetate/heptanes) to give 8-chloro-7-(propan-2-yloxy)-3,4-dihydro-2,6-naphthyridin-1(2H)-one (112e, 60 mg, 68%) as a white solid. Starting materials: OC1=CC=C(C=C1)CCCN1C=NC=C1 (1-[3-(4-hydroxyphenyl)propyl]imidazole), ClCC=1N=C(OC1)C1=CC2=CC=CC=C2C=C1 (4-chloromethyl-2-(2-naphthyl)-oxazole). The product is N1(C=NC=C1)CCCC1=CC=C(OCC=2N=C(OC2)C2=CC3=CC=CC=C3C=C2)C=C1 (4-[4-[3-(1-imidazolyl)propyl]phenoxymethyl]-2-(2-naphthyl)oxazole). The yield is 77.0%. Reaction SMILES: [OH:1][C:2]1[CH:7]=[CH:6][C:5]([CH2:8][CH2:9][CH2:10][N:11]2[CH:15]=[CH:14][N:13]=[CH:12]2)=[CH:4][CH:3]=1.Cl[CH2:17][C:18]1[N:19]=[C:20]([C:23]2[CH:32]=[CH:31][C:30]3[C:25](=[CH:26][CH:27]=[CH:28][CH:29]=3)[CH:24]=2)[O:21][CH:22]=1>>[N:11]1([CH2:10][CH2:9][CH2:8][C:5]2[CH:6]=[CH:7][C:2]([O:1][CH2:17][C:18]3[N:19]=[C:20]([C:23]4[CH:32]=[CH:31][C:30]5[C:25](=[CH:26][CH:27]=[CH:28][CH:29]=5)[CH:24]=4)[O:21][CH:22]=3)=[CH:3][CH:4]=2)[CH:15]=[CH:14][N:13]=[CH:12]1. Reported procedure: In substantially the same manner as in Working Example 48, 1-[3-(4-hydroxyphenyl)propyl]imidazole was allowed to react with 4-chloromethyl-2-(2-naphthyl)-oxazole to give 4-[4-[3-(1-imidazolyl)propyl]phenoxymethyl]-2-(2-naphthyl)oxazole. The yield was 77%. Recrystallization from ethyl acetate-hexane gave colorless prisms, mp 131-132° C.